From a dataset of the Open Reaction Database (ORD), a public repository of structured organic reaction records. describe an organic reaction: reactants, conditions, products, and yield Starting materials: ClC=1C=CC(=NC1)C(CN1N=CN=C1)(O)C1=C(C=C(C=C1)Cl)Cl (1-(5-Chloropyrid-2-yl)-1-(2,4-dichlorophenyl)-2-(1H-1,2,4-triazol-1-yl)ethanol), N1C=NC=C1 (imidazole), S(=O)(Cl)Cl (thionyl chloride). The solvent is C(C)#N (acetonitrile). Reaction conditions: time 18 hour. The product is Cl.ClC=1C=CC(=NC1)C(CN1N=CN=C1)(C1=C(C=C(C=C1)Cl)Cl)Cl (1-(5-Chloropyrid-2-yl)-1-(2,4-dichlorophenyl)-2-(1H-1,2,4-triazol-1-yl)ethyl chloride hydrochloride). Reaction SMILES: [Cl:1][C:2]1[CH:3]=[CH:4][C:5]([C:8]([C:16]2[CH:21]=[CH:20][C:19]([Cl:22])=[CH:18][C:17]=2[Cl:23])(O)[CH2:9][N:10]2[CH:14]=[N:13][CH:12]=[N:11]2)=[N:6][CH:7]=1.N1C=CN=C1.S(Cl)([Cl:31])=O>C(#N)C>[ClH:1].[Cl:1][C:2]1[CH:3]=[CH:4][C:5]([C:8]([Cl:31])([C:16]2[CH:21]=[CH:20][C:19]([Cl:22])=[CH:18][C:17]=2[Cl:23])[CH2:9][N:10]2[CH:14]=[N:13][CH:12]=[N:11]2)=[N:6][CH:7]=1 |f:4.5|. Procedure details: 1-(5-Chloropyrid-2-yl)-1-(2,4-dichlorophenyl)-2-(1H-1,2,4-triazol-1-yl)ethanol (750 mg, 2.03 mmoles) and imidazole (840 mg, 12.35 mmoles) were stirred in 30 ml of acetonitrile while 720 mg of thionyl chloride was added. The reaction mixture was stirred for 18 hrs. at room temperature and the solvent was then evaporated. Dilute sodium bicarbonate solution (10 ml) was added to the residue and the mixture extracted with ethyl acetate (4×20 ml). The combined extracts were dried over magnesium sulfat... Reactants: CCN(C(C)C)C(C)C (DIPEA), N1CCSCC1 (thiomorpholine), BrC(C(=O)OCC)C1=CC=CC=C1 (Ethyl 2-bromo-2-phenylacetate). Solvent: C(C)#N (acetonitrile). Conditions: time 1.5 hour. Yields the product C1(=CC=CC=C1)C(C(=O)OCC)N1CCSCC1 (ethyl 2-phenyl-2-thiomorpholinoacetate). Yield: 110.9%. As a reaction SMILES: Br[CH:2]([C:8]1[CH:13]=[CH:12][CH:11]=[CH:10][CH:9]=1)[C:3]([O:5][CH2:6][CH3:7])=[O:4].CCN(C(C)C)C(C)C.[NH:23]1[CH2:28][CH2:27][S:26][CH2:25][CH2:24]1>C(#N)C>[C:8]1([CH:2]([N:23]2[CH2:28][CH2:27][S:26][CH2:25][CH2:24]2)[C:3]([O:5][CH2:6][CH3:7])=[O:4])[CH:13]=[CH:12][CH:11]=[CH:10][CH:9]=1. Procedure details: Ethyl 2-bromo-2-phenylacetate (0.22 ml, 1.23 mmol) was dissolved in acetonitrile (4.0 ml). DIPEA (0.26 ml, 1.481 mmol) and thiomorpholine (0.15 ml, 1.41 mmol) were sequentially added and the solution was stirred at room temperature for 1.5 hours. Acetonitrile was evaporated and the residue was purified by flash chromatography (petroleum ether/EtOAc=95/5) to obtain ethyl 2-phenyl-2-thiomorpholinoacetate (362 mg, quantitative yield) as a colorless oil. Reactants: polystyrene, COC(C1=CC(=C(C=C1)Cl)O)=O (4-Chloro-3-hydroxy-benzoic acid methyl ester), COC1=CC=C(C=C1)CCO (2-(4-Methoxy-phenyl)-ethanol), C1(=CC=CC=C1)P(C1=CC=CC=C1)C1=CC=CC=C1 (triphenylphosphine), CCOC(=O)/N=N/C(=O)OCC (DEAD). The solvent is O1CCCC1 (tetrahydrofuran). Reaction conditions: time 16 hour. Product: COC(C1=CC(=C(C=C1)Cl)OCCC1=CC=C(C=C1)OC)=O (4-Chloro-3-[2-(4-methoxy-phenyl)-ethoxy]-benzoic acid methyl ester). Reaction SMILES: [CH3:1][O:2][C:3](=[O:12])[C:4]1[CH:9]=[CH:8][C:7]([Cl:10])=[C:6]([OH:11])[CH:5]=1.[CH3:13][O:14][C:15]1[CH:20]=[CH:19][C:18]([CH2:21][CH2:22]O)=[CH:17][CH:16]=1.C1(P(C2C=CC=CC=2)C2C=CC=CC=2)C=CC=CC=1.CCOC(/N=N/C(OCC)=O)=O>O1CCCC1>[CH3:1][O:2][C:3](=[O:12])[C:4]1[CH:9]=[CH:8][C:7]([Cl:10])=[C:6]([O:11][CH2:22][CH2:21][C:18]2[CH:19]=[CH:20][C:15]([O:14][CH3:13])=[CH:16][CH:17]=2)[CH:5]=1. Procedure details: g (5.36 mmol) of 4-Chloro-3-hydroxy-benzoic acid methyl ester was dissolved in 40 ml of anhydrous tetrahydrofuran. To this solution was added 0.897 g (5.9 mmol) of 2-(4-Methoxy-phenyl)-ethanol, 5.35 g (equivalent to 16.1 mmol PPh3) of triphenylphosphine derivatized polystyrene and 2.80 g (16.1 mmol) of DEAD. The solution was shaken for 16 h at RT. The polymer was filtered off and washed with ethyl acetate. The solvent was removed under reduced pressure. The residue was taken-up in ethyl acetate ... The reactants are CCOC(=O)c1cc2cc(F)cnc2[nH]1, CCOC(=O)N=NC(=O)OCC, C1CCOC1, c1ccc(P(c2ccccc2)c2ccccc2)cc1, OCc1ccncc1. The product is CCOC(=O)c1cc2cc(F)cnc2n1Cc1ccncc1. As a reaction SMILES: [F:28][c:29]1[cH:30][c:31]2[c:32]([n:33][cH:34]1)[nH:35][c:36]([C:38](=[O:39])[O:40][CH2:41][CH3:42])[cH:37]2.[O:43]=[C:44]([O:45][CH2:46][CH3:47])[N:48]=[N:49][C:50]([O:51][CH2:52][CH3:53])=[O:54].[O:55]1[CH2:56][CH2:57][CH2:58][CH2:59]1.[c:9]1([P:10]([c:11]2[cH:12][cH:13][cH:14][cH:15][cH:16]2)[c:17]2[cH:18][cH:19][cH:20][cH:21][cH:22]2)[cH:23][cH:24][cH:25][cH:26][cH:27]1.[n:1]1[cH:2][cH:3][c:4]([CH2:7][OH:8])[cH:5][cH:6]1>>[n:1]1[cH:2][cH:3][c:4]([CH2:7][n:35]2[c:32]3[c:31]([cH:30][c:29]([F:28])[cH:34][n:33]3)[cH:37][c:36]2[C:38](=[O:39])[O:40][CH2:41][CH3:42])[cH:5][cH:6]1. Reactants: CCOC(=O)c1cncc(N2CC(C)NC(C)C2)c1, [Li+], C1CCOC1, [OH-]. The product is CC1CN(c2cncc(C(=O)O)c2)CC(C)N1. As a reaction SMILES: [CH3:1][CH:2]1[CH2:3][N:4]([c:9]2[cH:10][c:11]([C:15](=[O:16])[O:17][CH2:18][CH3:19])[cH:12][n:13][cH:14]2)[CH2:5][CH:6]([CH3:8])[NH:7]1.[Li+:20].[O:22]1[CH2:23][CH2:24][CH2:25][CH2:26]1.[OH-:21]>>[CH3:1][CH:2]1[CH2:3][N:4]([c:9]2[cH:10][c:11]([C:15](=[O:16])[OH:17])[cH:12][n:13][cH:14]2)[CH2:5][CH:6]([CH3:8])[NH:7]1. RXN SMILES: [CH2:25]([CH3:26])[NH:27][CH2:28][CH3:29].[CH2:30]([Cl:31])[Cl:32].[Cl:14][C:15]([C:16]([Cl:17])=[O:18])=[O:19].[F:1][C:2]([c:3]1[c:4]([C:5](=[O:6])[OH:7])[cH:8][cH:9][cH:10][cH:11]1)([F:12])[F:13].[O:20]=[CH:21][N:22]([CH3:23])[CH3:24]>>[F:1][C:2]([c:3]1[c:4]([C:5](=[O:7])[N:27]([CH2:25][CH3:26])[CH2:28][CH3:29])[cH:8][cH:9][cH:10][cH:11]1)([F:12])[F:13]. Product: CCN(CC)C(=O)c1ccccc1C(F)(F)F. Reactants: CCNCC, ClCCl, O=C(Cl)C(=O)Cl, O=C(O)c1ccccc1C(F)(F)F, CN(C)C=O. Starting materials: [Si](C1=CC=CC=C1)(C1=CC=CC=C1)(C(C)(C)C)OCC1=CC(=NC=N1)C#N (6-(((tert-butyldiphenylsilyl)oxy)methyl)pyrimidine-4-carbonitrile), C1(CC1)[Mg]Br (cyclopropylmagnesium bromide), C1CCOC1 (THF), Cl (hydrochloric acid). Run at time 30 minute. Product: crude product, [Si](C1=CC=CC=C1)(C1=CC=CC=C1)(C(C)(C)C)OCC1=CC(=NC=N1)C(=O)C1CC1 ((6-(((tert-butyldiphenylsilyl)oxy)methyl)pyrimidin-4-yl)(cyclopropyl)methanone). Reaction SMILES: [Si:1]([O:18][CH2:19][C:20]1[N:25]=[CH:24][N:23]=[C:22]([C:26]#N)[CH:21]=1)([C:14]([CH3:17])([CH3:16])[CH3:15])([C:8]1[CH:13]=[CH:12][CH:11]=[CH:10][CH:9]=1)[C:2]1[CH:7]=[CH:6][CH:5]=[CH:4][CH:3]=1.[CH:28]1([Mg]Br)[CH2:30][CH2:29]1.Cl.C1C[O:37]CC1>>[Si:1]([O:18][CH2:19][C:20]1[N:25]=[CH:24][N:23]=[C:22]([C:26]([CH:28]2[CH2:30][CH2:29]2)=[O:37])[CH:21]=1)([C:14]([CH3:17])([CH3:15])[CH3:16])([C:8]1[CH:9]=[CH:10][CH:11]=[CH:12][CH:13]=1)[C:2]1[CH:7]=[CH:6][CH:5]=[CH:4][CH:3]=1. Procedure: Under a nitrogen atmosphere, to a solution of 6-(((tert-butyldiphenylsilyl)oxy)methyl)pyrimidine-4-carbonitrile (11.3 g) in THF (100 mL) was added 0.70 M cyclopropylmagnesium bromide (86 mL) at 0° C., and the mixture was directly stirred for 30 min. To the reaction mixture was added 1N hydrochloric acid, and the mixture was extracted with ethyl acetate. The extract was washed with saturated aqueous sodium hydrogen carbonate solution and saturated brine, and dried over anhydrous magnesium sulfate... Starting materials: FC(C(=O)O)(F)F.C(C)N(C1=CC=C(C=N1)C=1C=C2C(=CNC2=C(C1)C(=O)N)C1CCN(CC1)S(=O)(=O)CC)C (5-{6-[ethyl(methyl)amino]-3-pyridinyl}-3-[1-(ethylsulfonyl)-4-piperidinyl]-1H-indole-7-carboxamide trifluoroacetate), CNC (dimethylamine). The yield is 14.5%. As a reaction SMILES: [F:1][C:2]([F:7])([F:6])[C:3]([OH:5])=[O:4].[CH2:8]([N:10](C)[C:11]1[N:16]=[CH:15][C:14]([C:17]2[CH:18]=[C:19]3[C:23](=[C:24]([C:26]([NH2:28])=[O:27])[CH:25]=2)[NH:22][CH:21]=[C:20]3[CH:29]2[CH2:34][CH2:33][N:32]([S:35]([CH2:38][CH3:39])(=[O:37])=[O:36])[CH2:31][CH2:30]2)=[CH:13][CH:12]=1)[CH3:9].[CH3:41]NC>>[F:1][C:2]([F:7])([F:6])[C:3]([OH:5])=[O:4].[CH2:38]([S:35]([N:32]1[CH2:31][CH2:30][CH:29]([C:20]2[C:19]3[C:23](=[C:24]([C:26]([NH2:28])=[O:27])[CH:25]=[C:17]([C:14]4[CH:15]=[N:16][C:11]([NH:10][CH:8]([CH3:41])[CH3:9])=[CH:12][CH:13]=4)[CH:18]=3)[NH:22][CH:21]=2)[CH2:34][CH2:33]1)(=[O:36])=[O:37])[CH3:39] |f:0.1,3.4|. Procedure details: The title compound was prepared according to the general procedure of 5-{6-[ethyl(methyl)amino]-3-pyridinyl}-3-[1-(ethylsulfonyl)-4-piperidinyl]-1H-indole-7-carboxamide trifluoroacetate, substituting 2-propanamine (64.3 mg, 1 mmol) for dimethylamine to afford 9.8 mg of the title compound (14.5%). The product is FC(C(=O)O)(F)F.C(C)S(=O)(=O)N1CCC(CC1)C1=CNC2=C(C=C(C=C12)C=1C=NC(=CC1)NC(C)C)C(=O)N (3-[1-(ethylsulfonyl)-4-piperidinyl]-5-{6-[(1-methylethyl)amino]-3-pyridinyl}-1H-indole-7-carboxamide trifluoroacetate).